Dataset: the Open Reaction Database (ORD), a public repository of structured organic reaction records. Task: describe an organic reaction: reactants, conditions, products, and yield The reactants are C(C)(=O)NC=1SC(=C(N1)C)C=1N=C(SC1)C(=O)NCC=C (2′-(Acetylamino)-N-allyl-4′-methyl-4,5′-bi-1,3-thiazole-2-carboxamide), C(C)(=O)NC=1SC(=C(N1)C)C=1N=C(SC1)C(=O)NCC=C (2′-(Acetylamino)-N-allyl-4′-methyl-4,5′-bi-1,3-thiazole-2-carboxamide), C(#N)CC(=S)N (2-cyanothioacetamide). The solvent is CCO (EtOH). Reaction conditions: time 8 hour. Product: NC=1SC(=C(N1)C)C=1N=C(SC1)CC#N ((2′-amino-4′-methyl-4,5′-bi-1,3-thiazol-2-yl)acetonitrile). Reaction SMILES: C([NH:4][C:5]1[S:6][C:7]([C:11]2[N:12]=[C:13]([C:16](NCC=C)=O)[S:14][CH:15]=2)=[C:8]([CH3:10])[N:9]=1)(=O)C.[C:22](CC(N)=S)#[N:23]>CCO>[NH2:4][C:5]1[S:6][C:7]([C:11]2[N:12]=[C:13]([CH2:16][C:22]#[N:23])[S:14][CH:15]=2)=[C:8]([CH3:10])[N:9]=1. Procedure details: 1-(2-Amino-4-methyl-1,3-thiazol-5-yl)-2-bromo ethanone, hydrobromide salt (Intermediate 2) (116.97 mg; 0.50 mmol; 1 eq.) and 2-cyanothioacetamide (Aldrich) (50.1 mg; 0.50 mmol; 1 eq.) are dissolved in EtOH (5 ml). The mixture is stirred at rt overnight. Solvents are evaporated, affording a yellow-orange solid which is purified by flash chromatography (CHCl3/EtOH gradient, from 50:1 to 10:1). (2′-amino-4′-methyl-4,5′-bi-1,3-thiazol-2-yl)acetonitrile is isolated as an orange solid. (71.6 mg; 61%).... Yield: 81.8%. Solvent: C(C)(=O)OC(C)=O (acetic anhydride), C(C)(=O)O (acetic acid). Yields the product C(=O)(C(=O)OCC)NC=1SC(=CC1[N+](=O)[O-])C1=CC=CC=C1 (2-ethoxalylamino-5-phenyl-3-nitrothiophene). Reported procedure: 2-Ethoxalylamino-5-phenylthiophene (2.75 g, 10 mmol) was dissolved in 20 ml of acetic anhydride, cooled to -15° C., and treated with a solution of 0.63 ml (10 mmol) of fuming nitric acid dissolved in 5 ml of acetic acid over a period of 30 minutes. After 10 minutes at this temperature, the solvents were evaporated, and traces of acetic acid were removed by stripping with toluene. The solid residue was suspended in 50 ml of ethanol, and 50 ml of water was slowly added. The mixture was stirred ove... Starting materials: C(=O)(C(=O)OCC)NC=1SC(=CC1)C1=CC=CC=C1 (2-Ethoxalylamino-5-phenylthiophene), [N+](=O)(O)[O-] (nitric acid). RXN SMILES: [C:1]([NH:8][C:9]1[S:10][C:11]([C:14]2[CH:19]=[CH:18][CH:17]=[CH:16][CH:15]=2)=[CH:12][CH:13]=1)([C:3]([O:5][CH2:6][CH3:7])=[O:4])=[O:2].[N+:20]([O-])([OH:22])=[O:21]>C(OC(=O)C)(=O)C.C(O)(=O)C>[C:1]([NH:8][C:9]1[S:10][C:11]([C:14]2[CH:19]=[CH:18][CH:17]=[CH:16][CH:15]=2)=[CH:12][C:13]=1[N+:20]([O-:22])=[O:21])([C:3]([O:5][CH2:6][CH3:7])=[O:4])=[O:2]. Run at temperature -15 celsius, time 10 minute. Starting materials: [Li]CCCC, C[Si](C)(C)C1SCCCS1, CCCCCC, O=C1CCOc2ccc(F)cc21, C1CCOC1, O. Product: Fc1ccc2c(c1)C(=C1SCCCS1)CCO2. Reaction SMILES: [CH2:11]([Li:12])[CH2:13][CH2:14][CH3:15].[CH3:1][Si:2]([CH:3]1[S:4][CH2:5][CH2:6][CH2:7][S:8]1)([CH3:9])[CH3:10].[CH3:34][CH2:35][CH2:36][CH2:37][CH2:38][CH3:39].[F:16][c:17]1[cH:18][c:19]2[c:24]([cH:25][cH:26]1)[O:23][CH2:22][CH2:21][C:20]2=[O:27].[O:29]1[CH2:30][CH2:31][CH2:32][CH2:33]1.[OH2:28]>>[C:3]1(=[C:20]2[c:19]3[cH:18][c:17]([F:16])[cH:26][cH:25][c:24]3[O:23][CH2:22][CH2:21]2)[S:4][CH2:5][CH2:6][CH2:7][S:8]1. Starting materials: BrC1=CC=C(S1)C1=NC(=NC=C1)NC1CC(NC(C1)(C)C)(C)C ([4-(5-Bromo-thiophen-2-yl)-pyrimidin-2-yl]-(2,2,6,6-tetramethyl-piperidin-4-yl)-amine), C(CCC)[Sn](C=1C=NC=CC1)(CCCC)CCCC (3-tributylstannylpyridine). The product is N1=C(C=CC=C1)C1=CC=C(S1)C1=NC(=NC=C1)NC1CC(NC(C1)(C)C)(C)C ([4-(5-Pyridin-2-yl-thiophen-2-yl)-pyrimidin-2-yl]-(2,2,6,6-tetramethyl-piperidin-4-yl)-amine). Isolated yield 13.0%. As a reaction SMILES: Br[C:2]1[S:6][C:5]([C:7]2[CH:12]=[CH:11][N:10]=[C:9]([NH:13][CH:14]3[CH2:19][C:18]([CH3:21])([CH3:20])[NH:17][C:16]([CH3:23])([CH3:22])[CH2:15]3)[N:8]=2)=[CH:4][CH:3]=1.C([Sn](CCCC)(CCCC)[C:29]1[CH:30]=[N:31][CH:32]=[CH:33][CH:34]=1)CCC>>[N:31]1[CH:32]=[CH:33][CH:34]=[CH:29][C:30]=1[C:2]1[S:6][C:5]([C:7]2[CH:12]=[CH:11][N:10]=[C:9]([NH:13][CH:14]3[CH2:19][C:18]([CH3:21])([CH3:20])[NH:17][C:16]([CH3:23])([CH3:22])[CH2:15]3)[N:8]=2)=[CH:4][CH:3]=1. Reported procedure: The title compound was prepared as described for Example 25, using [4-(5-bromo-thiophen-2-yl)-pyrimidin-2-yl]-(2,2,6,6-tetramethyl-piperidin-4-yl)-amine (Step C of Example 5) and 3-tributylstannylpyridine. Yield: 13%.